This data is from the Open Reaction Database (ORD), a public repository of structured organic reaction records. The task is: describe an organic reaction: reactants, conditions, products, and yield The reactants are N[C@H](C(=O)O)CC1=CC=C(C=C1)O ((2S)-2-amino-3-(4-hydroxyphenyl)propanoic acid), C1(CCCCCCC1)NC(=S)N (N-cyclooctylthiourea). Yields the product C1(CCCCCCC1)NC=1SC(C(N1)=O)CC1=CC=C(C=C1)O (2-(cyclooctylamino)-5-(4-hydroxybenzyl)-1,3-thiazol-4(5H)-one). RXN SMILES: N[C@@H:2]([CH2:6][C:7]1[CH:12]=[CH:11][C:10]([OH:13])=[CH:9][CH:8]=1)[C:3]([OH:5])=O.[CH:14]1([NH:22][C:23]([NH2:25])=[S:24])[CH2:21][CH2:20][CH2:19][CH2:18][CH2:17][CH2:16][CH2:15]1>>[CH:14]1([NH:22][C:23]2[S:24][CH:2]([CH2:6][C:7]3[CH:12]=[CH:11][C:10]([OH:13])=[CH:9][CH:8]=3)[C:3](=[O:5])[N:25]=2)[CH2:21][CH2:20][CH2:19][CH2:18][CH2:17][CH2:16][CH2:15]1. Reported procedure: Synthesis was performed from (2S)-2-amino-3-(4-hydroxyphenyl)propanoic acid and N-cyclooctylthiourea according to Method E and C. Reactants: Cl (hydrochloric acid), [Na] (Sodium), C1(=CC=CC=C1)CC(CC(=O)OCC)=O (ethyl 4-phenylacetoacetate), NC(=S)N (thiourea). Solvent: O (water), C(C)O (ethanol), C(C)O (ethanol). The product is OC1=NC(=NC(=C1)CC1=CC=CC=C1)S (4-hydroxy-6-phenylmethyl-2-mercaptopyrimidine). RXN SMILES: [Na].[C:2]1([CH2:8][C:9](=O)[CH2:10][C:11]([O:13]CC)=O)[CH:7]=[CH:6][CH:5]=[CH:4][CH:3]=1.[NH2:17][C:18]([NH2:20])=[S:19].Cl>C(O)C.O>[OH:13][C:11]1[CH:10]=[C:9]([CH2:8][C:2]2[CH:7]=[CH:6][CH:5]=[CH:4][CH:3]=2)[N:20]=[C:18]([SH:19])[N:17]=1 |^1:0|. Reported procedure: Sodium (11.5 g, 0.5 mol) was dissolved in ethanol (700 ml) and ethyl 4-phenylacetoacetate added with mechanical stirring. Further ethanol (350 ml) and thiourea (22.8 g, 0.3 mol) were added and the reaction mixture heated under reflux for 24 hours. The reaction mixture was then cooled, poured into water (2 liters) and acidified with concentrated hydrochloric acid to approximately pH5. The resulting precipitate was filtered off, washed with water (3×500 ml) and diethyl ether (2×300 ml) and dried u... The reactants are BrC=1C=NC=2N(C1)N=C(C2)C(=O)O (6-bromo-pyrazolo[1,5-a]pyrimidine-2-carboxylic acid), CC1NCCC2=CC(=CC=C12)N1CCOCC1 (1-Methyl-6-morpholin-4-yl-1,2,3,4-tetrahydro-isoquinoline). Yields the product BrC=1C=NC=2N(C1)N=C(C2)C(=O)N2C(C1=CC=C(C=C1CC2)N2CCOCC2)C ((6-Bromo-pyrazolo[1,5-a]pyrimidin-2-yl)-(1-methyl-6-morpholin-4-yl-3,4-dihydro-1H-isoquinolin-2-yl)-methanone). As a reaction SMILES: [Br:1][C:2]1[CH:3]=[N:4][C:5]2[N:6]([N:8]=[C:9]([C:11]([OH:13])=O)[CH:10]=2)[CH:7]=1.[CH3:14][CH:15]1[C:24]2[C:19](=[CH:20][C:21]([N:25]3[CH2:30][CH2:29][O:28][CH2:27][CH2:26]3)=[CH:22][CH:23]=2)[CH2:18][CH2:17][NH:16]1>>[Br:1][C:2]1[CH:3]=[N:4][C:5]2[N:6]([N:8]=[C:9]([C:11]([N:16]3[CH2:17][CH2:18][C:19]4[C:24](=[CH:23][CH:22]=[C:21]([N:25]5[CH2:30][CH2:29][O:28][CH2:27][CH2:26]5)[CH:20]=4)[CH:15]3[CH3:14])=[O:13])[CH:10]=2)[CH:7]=1. Reported procedure: In close analogy to the procedure described in Example 1, 6-bromo-pyrazolo[1,5-a]pyrimidine-2-carboxylic acid is reacted with 1-Methyl-6-morpholin-4-yl-1,2,3,4-tetrahydro-isoquinoline to provide the title compound in moderate yield. Starting materials: C(C)(=O)C=1C(=C(NC1C)C1=CC=CC=C1)N=CC1=CC=CC=C1 (4-Acetyl-3-benzylideneamino-5-methyl-2-phenylpyrrole), C(CC)I (propyl iodide). Product: C(C)(=O)C=1C(=C(N(C1C)CCC)C1=CC=CC=C1)N=CC1=CC=CC=C1 (4-acetyl-3-benzylideneamino-5-methyl-2-phenyl-1-propylpyrrole). RXN SMILES: [C:1]([C:4]1[C:5]([N:16]=[CH:17][C:18]2[CH:23]=[CH:22][CH:21]=[CH:20][CH:19]=2)=[C:6]([C:10]2[CH:15]=[CH:14][CH:13]=[CH:12][CH:11]=2)[NH:7][C:8]=1[CH3:9])(=[O:3])[CH3:2].[CH2:24](I)[CH2:25][CH3:26]>>[C:1]([C:4]1[C:5]([N:16]=[CH:17][C:18]2[CH:23]=[CH:22][CH:21]=[CH:20][CH:19]=2)=[C:6]([C:10]2[CH:15]=[CH:14][CH:13]=[CH:12][CH:11]=2)[N:7]([CH2:24][CH2:25][CH3:26])[C:8]=1[CH3:9])(=[O:3])[CH3:2]. Procedure: Starting from the compound of Example 46 and propyl iodide, and using procedure (a) of Example 49, 4-acetyl-3-benzylideneamino-5-methyl-2-phenyl-1-propylpyrrole is obtained as an oily substance. This compound is hydrolyzed as in procedure (b) of Example 49. Yield of the title compound: 50%, m.p. 113°-15° C. (from ethanol). Reactants: C(C1=CC=CC=C1)OCCN1C(=O)N(C(=O)C=C1NN)CCCC (1-(2-benzyloxyethyl)-3-butyl-6-hydrazinouracil), CN=C=S (methyl isothiocyanate), CO (methanol). Run in CN(C)C=O (DMF). Yields the product C(C1=CC=CC=C1)OCCN1C(N(C(C2=C1NN=C2NC)=O)CCCC)=O (7-(2-benzyloxyethyl)-5-butyl-3-methylaminopyrazolo[3,4-d]pyrimidine-4,6(5H,7H)-dione). The yield is 40.0%. Reaction SMILES: [CH2:1]([O:8][CH2:9][CH2:10][N:11]1[C:18]([NH:19][NH2:20])=[CH:17][C:15](=[O:16])[N:14]([CH2:21][CH2:22][CH2:23][CH3:24])[C:12]1=[O:13])[C:2]1[CH:7]=[CH:6][CH:5]=[CH:4][CH:3]=1.[CH3:25][N:26]=[C:27]=S.CO>CN(C=O)C>[CH2:1]([O:8][CH2:9][CH2:10][N:11]1[C:18]2[NH:19][N:20]=[C:25]([NH:26][CH3:27])[C:17]=2[C:15](=[O:16])[N:14]([CH2:21][CH2:22][CH2:23][CH3:24])[C:12]1=[O:13])[C:2]1[CH:3]=[CH:4][CH:5]=[CH:6][CH:7]=1. Reported procedure: A solution of 1-(2-benzyloxyethyl)-3-butyl-6-hydrazinouracil (2.1 g, 6.3 mM) and methyl isothiocyanate (1.36 ml, 20 mM) in DMF (20 ml) was stirred at 120° C. for 20 hours. To the solution was added 50% methanol (20 ml) and the mixture was cooled to give crystals. Recrystallization from DMF/methanol/water gave pale yellow crystals (0.94 g, 40%), m.p. 214°-216° C. Starting materials: C(C=C)OC(=O)N1CCC(CC1)CO (1-allyloxycarbonyl-4-hydroxymethylpiperidine), [Cl-].[NH4+] (ammonium chloride), C(C)[Mg]Br (ethylmagnesium bromide), C(C(=O)Cl)(=O)Cl (oxalyl chloride). The solvent is ClCCl (dichloromethane), O1CCCC1 (tetrahydrofuran), ClCCl (dichloromethane), CS(=O)C (dimethyl sulfoxide), O1CCCC1 (tetrahydrofuran), C(C)N(CC)CC (triethylamine). Conditions: temperature -78 celsius, time 20 minute. Product: C(C=C)OC(=O)N1CCC(CC1)C(CC)O (1-allyloxycarbonyl-4-(1-hydroxypropyl)piperidine). Procedure details: To a solution of oxalyl chloride (7.7 ml) in dichloromethane (200 ml) was added dropwise dimethyl sulfoxide (7.7 ml) at -78° C. After stirring at -78° C. for 20 minutes, to the mixture was added dropwise a solution of 1-allyloxycarbonyl-4-hydroxymethylpiperidine (14 g) in dichloromethane (20 ml). After stirring at -78° C. for 30 minutes, to the mixture was added dropwise triethylamine (35 ml) and the resulting mixture was allowed to stir at 0° C. The solution was washed with brine and dried. Eva... As a reaction SMILES: [C:1](Cl)(=O)[C:2](Cl)=O.[CH2:7]([O:10][C:11]([N:13]1[CH2:18][CH2:17][CH:16]([CH2:19][OH:20])[CH2:15][CH2:14]1)=[O:12])[CH:8]=[CH2:9].C([Mg]Br)C.[Cl-].[NH4+]>ClCCl.O1CCCC1.C(N(CC)CC)C.CS(C)=O>[CH2:7]([O:10][C:11]([N:13]1[CH2:18][CH2:17][CH:16]([CH:19]([OH:20])[CH2:1][CH3:2])[CH2:15][CH2:14]1)=[O:12])[CH:8]=[CH2:9] |f:3.4|. Isolated yield 68.0%. Conditions: temperature 20 celsius, time 6 hour. The product is ClC=1C=C(C(=NC1)N)C#CC1=CN(C2=CC(=C(C=C12)OC)OC)C (5-chloro-3-(5,6-dimethoxy-1-methyl-1H-indol-3-ylethynyl)pyridin-2-ylamine). Reported procedure: A suspension of 0.43 g of 5-chloro-3-ethynylpyridin-2-ylamine, 0.6 g of 3-iodo-5,6-dimethoxy-1-methyl-1H-indole (example 103-f), and 0.072 g of copper iodide, in a mixture of 60 ml of triethylamine and 30 ml of dimethylformamide, is degassed with argon for 15 minutes. 0.066 g of bis(triphenylphosphine) palladium(II) chloride is added to the above suspension. The mixture is agitated at around 20° C. for approximately 6 hours; 0.075 g of 5-chloro-3-ethynylpyridin-2-ylamine is added and the mixture... Starting materials: ClC=1C=C(C(=NC1)N)C#C (5-chloro-3-ethynylpyridin-2-ylamine), IC1=CN(C2=CC(=C(C=C12)OC)OC)C (3-iodo-5,6-dimethoxy-1-methyl-1H-indole). Reaction SMILES: [Cl:1][C:2]1[CH:3]=[C:4]([C:9]#[CH:10])[C:5]([NH2:8])=[N:6][CH:7]=1.I[C:12]1[C:20]2[C:15](=[CH:16][C:17]([O:23][CH3:24])=[C:18]([O:21][CH3:22])[CH:19]=2)[N:14]([CH3:25])[CH:13]=1>C(N(CC)CC)C.CN(C)C=O.[Cu](I)I>[Cl:1][C:2]1[CH:3]=[C:4]([C:9]#[C:10][C:12]2[C:20]3[C:15](=[CH:16][C:17]([O:23][CH3:24])=[C:18]([O:21][CH3:22])[CH:19]=3)[N:14]([CH3:25])[CH:13]=2)[C:5]([NH2:8])=[N:6][CH:7]=1. The reagents and catalysts are [Cu](I)I (copper iodide). The solvent is C(C)N(CC)CC (triethylamine), CN(C=O)C (dimethylformamide). Starting materials: ClCCO (2-chloroethanol), BrCC(=O)OCC (ethyl bromoacetate), [H-].[Na+] (sodium hydride). Solvent: CN(C=O)C (dimethylformamide), CN(C=O)C (dimethylformamide). Reaction conditions: time 2 hour. Product: ClCCOCC(=O)OCC (Ethyl 2 -chloroethoxyacetate). Isolated yield 75.0%. Reaction SMILES: [H-].[Na+].[Cl:3][CH2:4][CH2:5][OH:6].Br[CH2:8][C:9]([O:11][CH2:12][CH3:13])=[O:10]>CN(C)C=O>[Cl:3][CH2:4][CH2:5][O:6][CH2:8][C:9]([O:11][CH2:12][CH3:13])=[O:10] |f:0.1|. Procedure details: A suspension of 25.0 g of sodium hydride (as a 60 % w/w suspension in mineral oil) in 100 ml of dimethylformamide was added dropwise to a solution of 50 g of 2-chloroethanol and 104 g of ethyl bromoacetate in 350 m of dimethylformamide at between -45° C. and -40° C., and the mixture was stirred at the same temperature for 1 hour, at between -30° C. and -25° C. for 2 hours, at -5° C. -5° C. for hour and then at room temperature for 2 hours. At the end of this time, it was concentrated by evaporat... The reactants are O=C(O)C(=O)O, ClC(Cl)Cl, [K+], [OH-], O, O, O=C(O)CCCCCCCC(=O)CC(O)C(=O)C=Cc1ccccc1. Product: O=C(O)CCCCCCC1=C(C=Cc2ccccc2)C(O)CC1=O. RXN SMILES: [C:30]([OH:31])(=[O:32])[C:33]([OH:34])=[O:35].[CH:36]([Cl:37])([Cl:38])[Cl:39].[K+:2].[OH-:1].[OH2:28].[OH2:29].[c:3]1([CH:9]=[CH:10][C:11]([CH:12]([CH2:13][C:14]([CH2:15][CH2:16][CH2:17][CH2:18][CH2:19][CH2:20][CH2:21][C:22](=[O:23])[OH:24])=[O:25])[OH:26])=[O:27])[cH:4][cH:5][cH:6][cH:7][cH:8]1>>[c:3]1([CH:9]=[CH:10][C:11]2=[C:15]([CH2:16][CH2:17][CH2:18][CH2:19][CH2:20][CH2:21][C:22](=[O:23])[OH:24])[C:14](=[O:25])[CH2:13][CH:12]2[OH:26])[cH:4][cH:5][cH:6][cH:7][cH:8]1. Starting materials: N#Cc1ccccc1CBr, C1CCOC1, [N-]=[N+]=[N-], [Na+], O. The product is N#Cc1ccccc1CN=[N+]=[N-]. Reaction SMILES: [C:1](#[N:2])[c:3]1[c:4]([CH2:5][Br:6])[cH:7][cH:8][cH:9][cH:10]1.[CH2:15]1[O:16][CH2:17][CH2:18][CH2:19]1.[N-:12]=[N+:13]=[N-:14].[Na+:11].[OH2:20]>>[C:1](#[N:2])[c:3]1[c:4]([CH2:5][N:12]=[N+:13]=[N-:14])[cH:7][cH:8][cH:9][cH:10]1.